Dataset: the Open Reaction Database (ORD), a public repository of structured organic reaction records. Task: describe an organic reaction: reactants, conditions, products, and yield Reactants: NC[C@H]1CN(C[C@H]1O)CCN1C(C=CC2=CC=C(C=C12)F)=O (1-{2-[(3S,4S)-3-(aminomethyl)-4-hydroxy-1-pyrrolidinyl]ethyl}-7-fluoro-2(1H)-quinolinone), C1(=C(C(=C(C(=C1F)F)F)N)F)N.Cl.Cl (dihydrochloride), Cl (HCl), O=C1NC2=C(OC1)C=CC(=N2)C=O (3-oxo-3,4-dihydro-2H-pyrido[3,2-b][1,4]oxazine-6-carboxaldehyde), C(C)(=O)O[BH-](OC(C)=O)OC(C)=O.[Na+] (Sodium triacetoxyborohydride). The solvent is C(Cl)Cl (DCM), CCOCC (Et2O), CO (methanol). Run at time 1 hour. Yields the product FC1=CC=C2C=CC(N(C2=C1)CCN1C[C@@H]([C@@H](C1)O)CNCC=1C=CC=2OCC(NC2N1)=O)=O (6-{[({(3S,4S)-1-[2-(7-fluoro-2-oxo-1(2H)-quinolinyl)ethyl]-4-hydroxy-3-pyrrolidinyl}methyl)amino]methyl}-2H-pyrido[3,2-b][1,4]oxazin-3(4H)-one). RXN SMILES: [NH2:1][CH2:2][C@@H:3]1[C@H:7]([OH:8])[CH2:6][N:5]([CH2:9][CH2:10][N:11]2[C:20]3[C:15](=[CH:16][CH:17]=[C:18]([F:21])[CH:19]=3)[CH:14]=[CH:13][C:12]2=[O:22])[CH2:4]1.[O:23]=[C:24]1[CH2:29][O:28][C:27]2[CH:30]=[CH:31][C:32]([CH:34]=O)=[N:33][C:26]=2[NH:25]1.C(O[BH-](OC(=O)C)OC(=O)C)(=O)C.[Na+].Cl.C1(N)C(F)=C(F)C(F)=C(N)C=1F.Cl.Cl>CO.CCOCC.C(Cl)Cl>[F:21][C:18]1[CH:19]=[C:20]2[C:15]([CH:14]=[CH:13][C:12](=[O:22])[N:11]2[CH2:10][CH2:9][N:5]2[CH2:6][C@@H:7]([OH:8])[C@@H:3]([CH2:2][NH:1][CH2:34][C:32]3[CH:31]=[CH:30][C:27]4[O:28][CH2:29][C:24](=[O:23])[NH:25][C:26]=4[N:33]=3)[CH2:4]2)=[CH:16][CH:17]=1 |f:2.3,5.6.7|. Reported procedure: A solution of 1-{2-[(3S,4S)-3-(aminomethyl)-4-hydroxy-1-pyrrolidinyl]ethyl}-7-fluoro-2(1H)-quinolinone (100 mg; 0.33 mmol) and 3-oxo-3,4-dihydro-2H-pyrido[3,2-b][1,4]oxazine-6-carboxaldehyde (for a synthesis see WO2003087098, Example 31(e)) (60 mg, 0.33 mmol) in methanol (2 mL), DCM (4 mL) was stirred at room temperature overnight. Sodium triacetoxyborohydride (0.13 g; 0.6 mmol) was added and the mixture was stirred at room temperature for 1 hour. The reaction was evaporated and chromatographed ... Reactants: solution, NC1=CC=C(C=C1)CC(=O)O (4-aminophenylacetic acid), solution, C1(\C=C/C(=O)O1)=O (maleic anhydride), C(C)(=O)[O-].[Na+] (sodium acetate), C(C)(=O)OC(C)=O (acetic anhydride). Solvent: CN(C)C=O (DMF), CN(C)C=O (DMF), ether-benzene. Run at time 3 hour. The product is C1(C=CC(N1C1=CC=C(C=C1)CC(=O)O)=O)=O ((4-maleimidophenyl)acetic acid). Isolated yield 57.0%. Reaction SMILES: [NH2:1][C:2]1[CH:7]=[CH:6][C:5]([CH2:8][C:9]([OH:11])=[O:10])=[CH:4][CH:3]=1.[C:12]1(=O)[O:17][C:15](=[O:16])[CH:14]=[CH:13]1.C([O-])(=O)C.[Na+].C(OC(=O)C)(=O)C>CN(C=O)C>[C:12]1(=[O:17])[N:1]([C:2]2[CH:3]=[CH:4][C:5]([CH2:8][C:9]([OH:11])=[O:10])=[CH:6][CH:7]=2)[C:15](=[O:16])[CH:14]=[CH:13]1 |f:2.3|. Reported procedure: According to the method of M. P. Cava, A. A. Deana, K. Muth and M. J. Mitchell (Org. Synth., Coll. Vol. 5, 944 (1973)), 40 ml of a solution of 10 g (66.2 mmols) of 4-aminophenylacetic acid in DMF was added to 15 ml of a solution of 7.14 g (72.8 mmols) of maleic anhydride in DMF at room temperature in argon atmosphere. The reaction mixture was stirred at room temperature for 3 hours and then diluted with 250 ml of ether-benzene (1:1). The resulting precipitate was filtered off, with which 2.87 g ... Starting materials: C1(CC1)CCNC(C1=CN=C(C=C1)Cl)=O (6-chloronicotinic acid (2-cyclopropylethyl)amide), C(C)(C)(C)OC(=O)N1CCC(=CC1)B1OC(C(O1)(C)C)(C)C (4-(4,4,5,5-tetramethyl[1,3,2]dioxaborolan-2-yl)-3,6-dihydro-2H-pyridine-1-carboxylic acid tert-butyl ester), C([O-])([O-])=O.[K+].[K+] (potassium carbonate). Reagents/catalysts: C=1C=CC(=CC1)[P](C=2C=CC=CC2)(C=3C=CC=CC3)[Pd]([P](C=4C=CC=CC4)(C=5C=CC=CC5)C=6C=CC=CC6)([P](C=7C=CC=CC7)(C=8C=CC=CC8)C=9C=CC=CC9)[P](C=1C=CC=CC1)(C=1C=CC=CC1)C=1C=CC=CC1 (tetrakis(triphenylphosphine)palladium). Run in CN(C)C=O (DMF). Conditions: temperature 80 celsius. The product is C1(CC1)CCNC(=O)C=1C=CC(=NC1)C=1CCNCC1 (1′,2′,3′,6′-Tetrahydro[2,4′]Bipyridinyl-5-Carboxylic Acid (2-Cyclopropylethyl)Amide), C(C)(C)(C)OC(=O)N1CCC(=CC1)C1=NC=C(C=C1)C(NCCC1CC1)=O (5-(2-cyclopropylethylcarbamoyl)-3′,6′-dihydro-2′H-[2,4′]bipyridinyl-1′-carboxylic acid tert-butyl ester). The yield is 84.3%. As a reaction SMILES: [CH:1]1([CH2:4][CH2:5][NH:6][C:7](=[O:15])[C:8]2[CH:13]=[CH:12][C:11](Cl)=[N:10][CH:9]=2)[CH2:3][CH2:2]1.[C:16]([O:20][C:21]([N:23]1[CH2:28][CH:27]=[C:26](B2OC(C)(C)C(C)(C)O2)[CH2:25][CH2:24]1)=[O:22])([CH3:19])([CH3:18])[CH3:17].C(=O)([O-])[O-].[K+].[K+]>CN(C=O)C.C1C=CC([P]([Pd]([P](C2C=CC=CC=2)(C2C=CC=CC=2)C2C=CC=CC=2)([P](C2C=CC=CC=2)(C2C=CC=CC=2)C2C=CC=CC=2)[P](C2C=CC=CC=2)(C2C=CC=CC=2)C2C=CC=CC=2)(C2C=CC=CC=2)C2C=CC=CC=2)=CC=1>[CH:1]1([CH2:4][CH2:5][NH:6][C:7]([C:8]2[CH:13]=[CH:12][C:11]([C:26]3[CH2:27][CH2:28][NH:23][CH2:24][CH:25]=3)=[N:10][CH:9]=2)=[O:15])[CH2:3][CH2:2]1.[C:16]([O:20][C:21]([N:23]1[CH2:24][CH:25]=[C:26]([C:11]2[CH:12]=[CH:13][C:8]([C:7](=[O:15])[NH:6][CH2:5][CH2:4][CH:1]3[CH2:3][CH2:2]3)=[CH:9][N:10]=2)[CH2:27][CH2:28]1)=[O:22])([CH3:19])([CH3:17])[CH3:18] |f:2.3.4,^1:52,54,73,92|. Reported procedure: To a stirred solution of 6-chloronicotinic acid (2-cyclopropylethyl)amide (0.650 g, 2.893 mmol) in DMF (15 mL) was added 4-(4,4,5,5-tetramethyl[1,3,2]dioxaborolan-2-yl)-3,6-dihydro-2H-pyridine-1-carboxylic acid tert-butyl ester (1.075 g, 3.479 mmol), potassium carbonate (1.202 g, 8.697 mmol) and tetrakis(triphenylphosphine)palladium (0.347 g, 0.300 mmol). The resulting mixture was heated to 80° C. for 24 hours and then filtered. Ethyl acetate (40.0 mL) was added to the mixture and the organic so... The reactants are BrC=1C=C(C(=C(C(=O)NCC=2C(NC(=CC2C)C)=O)C1)C)NC1CCCC1 (5-bromo-3-(cyclopentylamino)-N-((4,6-dimethyl-2-oxo-1,2-dihydropyridin-3-yl)methyl)-2-methylbenzamide), O1CCN(CC1)CC1=CC=C(C=C1)B(O)O ((4-(morpholinomethyl)phenyl)boronic acid), C(Cl)Cl (DCM), C(=O)([O-])[O-].[Na+].[Na+] (Na2CO3). Reagents/catalysts: C=1C=CC(=CC1)[P](C=2C=CC=CC2)(C=3C=CC=CC3)[Pd]([P](C=4C=CC=CC4)(C=5C=CC=CC5)C=6C=CC=CC6)([P](C=7C=CC=CC7)(C=8C=CC=CC8)C=9C=CC=CC9)[P](C=1C=CC=CC1)(C=1C=CC=CC1)C=1C=CC=CC1 (Pd(PPh3)4). Run in O1CCOCC1 (1,4-dioxane). Conditions: temperature 100 celsius, time 2 hour. Product: C1(CCCC1)NC=1C(=C(C=C(C1)C1=CC=C(C=C1)CN1CCOCC1)C(=O)NCC=1C(NC(=CC1C)C)=O)C (5-(cyclopentylamino)-N-((4,6-dimethyl-2-oxo-1,2-dihydropyridin-3-yl)methyl)-4-methyl-4′-(morpholinomethyl)-[1,1′-biphenyl]-3-carboxamide). RXN SMILES: Br[C:2]1[CH:3]=[C:4]([NH:22][CH:23]2[CH2:27][CH2:26][CH2:25][CH2:24]2)[C:5]([CH3:21])=[C:6]([CH:20]=1)[C:7]([NH:9][CH2:10][C:11]1[C:12](=[O:19])[NH:13][C:14]([CH3:18])=[CH:15][C:16]=1[CH3:17])=[O:8].[O:28]1[CH2:33][CH2:32][N:31]([CH2:34][C:35]2[CH:40]=[CH:39][C:38](B(O)O)=[CH:37][CH:36]=2)[CH2:30][CH2:29]1.C([O-])([O-])=O.[Na+].[Na+].C(Cl)Cl>O1CCOCC1.C1C=CC([P]([Pd]([P](C2C=CC=CC=2)(C2C=CC=CC=2)C2C=CC=CC=2)([P](C2C=CC=CC=2)(C2C=CC=CC=2)C2C=CC=CC=2)[P](C2C=CC=CC=2)(C2C=CC=CC=2)C2C=CC=CC=2)(C2C=CC=CC=2)C2C=CC=CC=2)=CC=1>[CH:23]1([NH:22][C:4]2[C:5]([CH3:21])=[C:6]([C:7]([NH:9][CH2:10][C:11]3[C:12](=[O:19])[NH:13][C:14]([CH3:18])=[CH:15][C:16]=3[CH3:17])=[O:8])[CH:20]=[C:2]([C:38]3[CH:37]=[CH:36][C:35]([CH2:34][N:31]4[CH2:32][CH2:33][O:28][CH2:29][CH2:30]4)=[CH:40][CH:39]=3)[CH:3]=2)[CH2:27][CH2:26][CH2:25][CH2:24]1 |f:2.3.4,^1:62,64,83,102|. Reported procedure: A solution of 5-bromo-3-(cyclopentylamino)-N-((4,6-dimethyl-2-oxo-1,2-dihydropyridin-3-yl)methyl)-2-methylbenzamide (1 equiv.), (4-(morpholinomethyl)phenyl)boronic acid (1.2 equiv.) and Pd(PPh3)4 (0.1 equiv.) in 1,4-dioxane (4 mL) was purged with argon for 10 min. Then, 2 M Na2CO3 solution (3.6 equiv.) was added to it and argon was purged again for 10 min. The reaction mixture was stirred at 100° C. for 2 h. After completion of the reaction, water was added to it and extraction was carried out u...